Dataset: the Open Reaction Database (ORD), a public repository of structured organic reaction records. Task: describe an organic reaction: reactants, conditions, products, and yield Starting materials: Cc1cccc(CBr)n1, CCOC(=O)c1c[nH]c2nc(C)c(C)cc2c1=O, CN(C)C=O. The product is CCOC(=O)c1cn(Cc2cccc(C)n2)c2nc(C)c(C)cc2c1=O. Reaction SMILES: [Br:19][CH2:20][c:21]1[n:22][c:23]([CH3:27])[cH:24][cH:25][cH:26]1.[CH2:1]([CH3:2])[O:3][C:4](=[O:5])[c:6]1[cH:7][nH:8][c:9]2[n:10][c:11]([CH3:18])[c:12]([CH3:17])[cH:13][c:14]2[c:15]1=[O:16].[CH3:28][N:29]([CH3:30])[CH:31]=[O:32]>>[CH2:1]([CH3:2])[O:3][C:4](=[O:5])[c:6]1[cH:7][n:8]([CH2:20][c:21]2[n:22][c:23]([CH3:27])[cH:24][cH:25][cH:26]2)[c:9]2[n:10][c:11]([CH3:18])[c:12]([CH3:17])[cH:13][c:14]2[c:15]1=[O:16].